From a dataset of the Open Reaction Database (ORD), a public repository of structured organic reaction records. describe an organic reaction: reactants, conditions, products, and yield Starting materials: C=CCOC1CCNCC1, CCOC(C)=O, CC#N, O=c1ccc2ccccc2n1CCCCl, [I-], [K+], [K+], [Na+], O=C([O-])[O-], O. Yields the product C=CCOC1CCN(CCCn2c(=O)ccc3ccccc32)CC1. As a reaction SMILES: [CH2:24]([CH:25]=[CH2:26])[O:27][CH:28]1[CH2:29][CH2:30][NH:31][CH2:32][CH2:33]1.[CH3:35][CH2:36][O:37][C:38]([CH3:39])=[O:40].[CH3:41][C:42]#[N:43].[Cl:1][CH2:2][CH2:3][CH2:4][n:5]1[c:6](=[O:15])[cH:7][cH:8][c:9]2[cH:10][cH:11][cH:12][cH:13][c:14]12.[I-:16].[K+:18].[K+:19].[Na+:17].[O-:20][C:21]([O-:22])=[O:23].[OH2:34]>>[CH2:2]([CH2:3][CH2:4][n:5]1[c:6](=[O:15])[cH:7][cH:8][c:9]2[cH:10][cH:11][cH:12][cH:13][c:14]12)[N:31]1[CH2:30][CH2:29][CH:28]([O:27][CH2:24][CH:25]=[CH2:26])[CH2:33][CH2:32]1. Starting materials: C(C1=CC=CC=C1)OC=1C=C(C=CC1)O (3-Benzyloxyphenol), C(C(C)C)=O (isobutyraldehyde). The reagents and catalysts are CS(=O)(=O)O (methanesulfonic acid). Run in C1(=CC=CC=C1)C (toluene). The product is C(C1=CC=CC=C1)OC1=CC2=C(CC(O2)(C)C)C=C1 (6-benzyloxy-2,3-dihydro-2,2-dimethylbenzofuran). Isolated yield 59.8%. As a reaction SMILES: [CH2:1]([O:8][C:9]1[CH:10]=[C:11]([OH:15])[CH:12]=[CH:13][CH:14]=1)[C:2]1[CH:7]=[CH:6][CH:5]=[CH:4][CH:3]=1.[CH:16](=O)[CH:17]([CH3:19])[CH3:18]>CS(O)(=O)=O.C1(C)C=CC=CC=1>[CH2:1]([O:8][C:9]1[CH:14]=[CH:13][C:12]2[CH2:16][C:17]([CH3:19])([CH3:18])[O:15][C:11]=2[CH:10]=1)[C:2]1[CH:3]=[CH:4][CH:5]=[CH:6][CH:7]=1. Procedure: 3-Benzyloxyphenol (5.0 g), 2.0 g of isobutyraldehyde, 0.1 g of methanesulfonic acid and 50 ml of toluene were put into a flask equipped with the Dean-Stark condenser, and stirred under reflux for 4 hours. Low-boiling compounds were evaporated under reduced pressure. The residue was purified by column chromatography to give 3.8 g of 6-benzyloxy-2,3-dihydro-2,2-dimethylbenzofuran as a brown liquid. This product was dissolved in ethanol, and 0.4 g of 5% palladium-carbon was added. The mixture was s... The reactants are C(C)OC(=O)C12CCC(CC1)(CC2)NCC(=O)N2[C@@H](C[C@@H](C2)F)C(=O)N ((2S,4S)-1-[2-[(4-ethoxycarbonylbicyclo[2.2.2]oct-1-yl)amino]acetyl]-4-fluoropyrrolidine-2-carboxamide), FC(S(=O)(=O)OS(=O)(=O)C(F)(F)F)(F)F (trifluoromethanesulfonic anhydride), FC(C(=O)O)(F)F (trifluoroacetic acid). Product: C(C)OC(=O)C12CCC(CC1)(CC2)NCC(=O)N2[C@@H](C[C@@H](C2)F)C#N ((2S,4S)-1-[2-[(4-ethoxycarbonylbicyclo[2.2.2]oct-1-yl)amino]acetyl]-4-fluoropyrrolidine-2-carbonitrile). Isolated yield 79.0%. Reaction SMILES: [CH2:1]([O:3][C:4]([C:6]12[CH2:13][CH2:12][C:9]([NH:14][CH2:15][C:16]([N:18]3[CH2:22][C@@H:21]([F:23])[CH2:20][C@H:19]3[C:24]([NH2:26])=O)=[O:17])([CH2:10][CH2:11]1)[CH2:8][CH2:7]2)=[O:5])[CH3:2].FC(F)(F)S(OS(C(F)(F)F)(=O)=O)(=O)=O.FC(F)(F)C(O)=O>>[CH2:1]([O:3][C:4]([C:6]12[CH2:13][CH2:12][C:9]([NH:14][CH2:15][C:16]([N:18]3[CH2:22][C@@H:21]([F:23])[CH2:20][C@H:19]3[C:24]#[N:26])=[O:17])([CH2:10][CH2:11]1)[CH2:8][CH2:7]2)=[O:5])[CH3:2]. Reported procedure: Using (2S,4S)-1-[2-[(4-ethoxycarbonylbicyclo[2.2.2]oct-1-yl)amino]acetyl]-4-fluoropyrrolidine-2-carboxamide (1.00 g), trifluoromethanesulfonic anhydride (0.50 mL) as a dehydrating agent and trifluoroacetic acid (0.23 mL) as an acid, a white powder of (2S,4S)-1-[2-[(4-ethoxycarbonylbicyclo[2.2.2]oct-1-yl)amino]acetyl]-4-fluoropyrrolidine-2-carbonitrile was obtained (obtained amount: 754 mg, yield: 79%) by the same method of Example 1. The reactants are CN(C)C=O, [Cl-], COc1c(Cl)cc(C(=O)N2CSc3ccccc32)cc1Cl, Cl, [Li+]. The product is O=C(c1cc(Cl)c(O)c(Cl)c1)N1CSc2ccccc21. Reaction SMILES: [CH3:25][N:26]([CH3:27])[CH:28]=[O:29].[Cl-:23].[Cl:1][c:2]1[cH:3][c:4]([C:5](=[O:6])[N:7]2[CH2:8][S:9][c:10]3[c:11]2[cH:12][cH:13][cH:14][cH:15]3)[cH:16][c:17]([Cl:21])[c:18]1[O:19][CH3:20].[ClH:24].[Li+:22]>>[Cl:1][c:2]1[cH:3][c:4]([C:5](=[O:6])[N:7]2[CH2:8][S:9][c:10]3[c:11]2[cH:12][cH:13][cH:14][cH:15]3)[cH:16][c:17]([Cl:21])[c:18]1[OH:19]. Starting materials: C(C)OC(=O)C=1C=NC2=CC=C(C=C2C1)C#N (6-cyano-quinoline-3-carboxylic acid ethyl ester), [Li+].[OH-] (LiOH), Cl (HCl). Solvent: O1CCCC1 (tetrahydrofuran), C(C)O (ethanol). Conditions: temperature 0 celsius, time 1.5 hour. Product: C(#N)C=1C=C2C=C(C=NC2=CC1)C(=O)O (6-Cyano-quinoline-3-carboxylic acid). Yield: 107.0%. RXN SMILES: C([O:3][C:4]([C:6]1[CH:7]=[N:8][C:9]2[C:14]([CH:15]=1)=[CH:13][C:12]([C:16]#[N:17])=[CH:11][CH:10]=2)=[O:5])C.[Li+].[OH-].Cl>O1CCCC1.C(O)C>[C:16]([C:12]1[CH:13]=[C:14]2[C:9](=[CH:10][CH:11]=1)[N:8]=[CH:7][C:6]([C:4]([OH:5])=[O:3])=[CH:15]2)#[N:17] |f:1.2|. Procedure: To a solution of 6-cyano-quinoline-3-carboxylic acid ethyl ester (1.28 g) in tetrahydrofuran (6 ml) and ethanol (6 ml) was added a 1M aqueous LiOH solution (6.79 ml) at 0° C. The mixture was stirred at 0° C. for 1.5 h, then the mixture was acidified with 1M aqueous HCl. The precipitate was filtered off, washed with water and a small amount of ether and dried to give the crude title compound (1.2 g) as an off-white solid that was used in the next step without further purification. MS (m/e, ISP ne... Reactants: C(CCC)C1=NC2=C(N1CC1=CC=C(C=C1)C=1C(=CC=CC1)C(=O)OC(C)(C)C)C=C(C=C2)C(=O)N(C)CCCC (tert.butyl 4'-[(2-n-butyl-6-(N-methyl-n-butylaminocarbonyl)-benzimidazol-1-yl)-methyl]biphenyl-2-carboxylate), FC(C(=O)O)(F)F (trifluoroacetic acid). Product: C(CCC)C1=NC2=C(N1CC1=CC=C(C=C1)C=1C(=CC=CC1)C(=O)O)C=C(C=C2)C(=O)N(C)CCCC (4'-[(2-n-Butyl-6-(N-methyl-n-butylaminocarbonyl)-benzimidazol-1-yl)-methyl]biphenyl-2-carboxylic acid). RXN SMILES: [CH2:1]([C:5]1[N:9]([CH2:10][C:11]2[CH:16]=[CH:15][C:14]([C:17]3[C:18]([C:23]([O:25]C(C)(C)C)=[O:24])=[CH:19][CH:20]=[CH:21][CH:22]=3)=[CH:13][CH:12]=2)[C:8]2[CH:30]=[C:31]([C:34]([N:36]([CH2:38][CH2:39][CH2:40][CH3:41])[CH3:37])=[O:35])[CH:32]=[CH:33][C:7]=2[N:6]=1)[CH2:2][CH2:3][CH3:4].FC(F)(F)C(O)=O>>[CH2:1]([C:5]1[N:9]([CH2:10][C:11]2[CH:12]=[CH:13][C:14]([C:17]3[C:18]([C:23]([OH:25])=[O:24])=[CH:19][CH:20]=[CH:21][CH:22]=3)=[CH:15][CH:16]=2)[C:8]2[CH:30]=[C:31]([C:34]([N:36]([CH2:38][CH2:39][CH2:40][CH3:41])[CH3:37])=[O:35])[CH:32]=[CH:33][C:7]=2[N:6]=1)[CH2:2][CH2:3][CH3:4]. Procedure: Prepared in analogous manner to Example 9 from tert.butyl 4'-[(2-n-butyl-6-(N-methyl-n-butylaminocarbonyl)-benzimidazol-1-yl)-methyl]biphenyl-2-carboxylate and trifluoroacetic acid The reactants are N1(CCOCC1)C=1N=C2N(C(C1)=O)CC[C@H](N2)C(F)(F)F ((8S)-2-morpholin-4-yl-8-trifluoromethyl-6,7,8,9-tetrahydropyrimido[1,2-a]pyrimidin-4-one), IC1=CC=C(C=C1)C (1-iodo-4-methylbenzene). Product: CC1=CC=C(C=C1)N1[C@@H](CCN2C1=NC(=CC2=O)N2CCOCC2)C(F)(F)F ((8S)-9-(4-methylphenyl)-2-(morpholin-4-yl)-8-(trifluoro-methyl)-6,7,8,9-tetrahydro-4H-pyrimido[1,2-a]pyrimidin-4-one). As a reaction SMILES: [N:1]1([C:7]2[N:8]=[C:9]3[NH:17][C@H:16]([C:18]([F:21])([F:20])[F:19])[CH2:15][CH2:14][N:10]3[C:11](=[O:13])[CH:12]=2)[CH2:6][CH2:5][O:4][CH2:3][CH2:2]1.I[C:23]1[CH:28]=[CH:27][C:26]([CH3:29])=[CH:25][CH:24]=1>>[CH3:29][C:26]1[CH:27]=[CH:28][C:23]([N:17]2[C:9]3=[N:8][C:7]([N:1]4[CH2:6][CH2:5][O:4][CH2:3][CH2:2]4)=[CH:12][C:11](=[O:13])[N:10]3[CH2:14][CH2:15][C@H:16]2[C:18]([F:20])([F:21])[F:19])=[CH:24][CH:25]=1. Procedure details: The product is prepared according to the procedure described in Example 12, using 100 mg of (8S)-2-morpholin-4-yl-8-trifluoromethyl-6,7,8,9-tetrahydropyrimido[1,2-a]pyrimidin-4-one (Example 1e) and 100 mg of 1-iodo-4-methylbenzene. After purification by silica chromatography (eluent: CH2Cl2/MeOH 98/02), 23 mg of (8S)-9-(4-methylphenyl)-2-(morpholin-4-yl)-8-(trifluoromethyl)-6,7,8,9-tetrahydro-4H-pyrimido[1,2-a]pyrimidin-4-one are obtained in the form of a cream solid, the characteristics of whic... The reactants are 25C, NN1C(C=C(C2=CC=CC=C12)O)=O (1-amino-4-hydroxyquinolin-2(1H)-one), C1(C=2C(C(=O)O1)=CC=CC2)=O (phthalic anhydride), C(C)(C)N(CC)C(C)C (diisopropylethylamine). Run in O1CCOCC1 (dioxane). Run at temperature 100 celsius. The product is OC1=CC(N(C2=CC=CC=C12)N1C(C2=CC=CC=C2C1=O)=O)=O (2-(4-hydroxy-2-oxoquinolin-1(2H)-yl)-1H-isoindole-1,3(2H)-dione). Yield: 65.3%. As a reaction SMILES: [NH2:1][N:2]1[C:11]2[C:6](=[CH:7][CH:8]=[CH:9][CH:10]=2)[C:5]([OH:12])=[CH:4][C:3]1=[O:13].[C:14]1(=O)[O:19][C:17](=[O:18])[C:16]2=[CH:20][CH:21]=[CH:22][CH:23]=[C:15]12.C(N(C(C)C)CC)(C)C>O1CCOCC1>[OH:12][C:5]1[C:6]2[C:11](=[CH:10][CH:9]=[CH:8][CH:7]=2)[N:2]([N:1]2[C:17](=[O:18])[C:16]3[C:15](=[CH:23][CH:22]=[CH:21][CH:20]=3)[C:14]2=[O:19])[C:3](=[O:13])[CH:4]=1. Procedure details: A mixture of the product of Example 350A (0.54 g, 3 mmol), phthalic anhydride (1.36 g, 2.2 eq.) and diisopropylethylamine (1.97 g, 5 eq.) in dioxane (20 mL) was heated at 100° C. for 2 hours, cooled to 25C and concentrated. The residue was triturated with water and ether. The resulting solids were filtered and dried in vacuum to give the title compound (0.6 g, 64% crude yield) which was used directly for the next step. 1H NMR (300 MHz, DMSO-d6) δ 5.95 (s, 1H), 7.37 (m, 1H), 7.6 (m, 2H), 7.95-8.1... Reactants: CCc1ncccc1Oc1cc(Sc2ccccn2)cnc1C#N, [Na+], [OH-], O=S(=O)(O)O. The product is CCc1ncccc1Oc1cc(Sc2ccccn2)cnc1C(N)=O. Reaction SMILES: [CH2:1]([CH3:2])[c:3]1[n:4][cH:5][cH:6][cH:7][c:8]1[O:9][c:10]1[c:11]([C:23]#[N:24])[n:12][cH:13][c:14]([S:16][c:17]2[n:18][cH:19][cH:20][cH:21][cH:22]2)[cH:15]1.[Na+:26].[OH-:25].[S:27](=[O:28])(=[O:29])([OH:30])[OH:31]>>[CH2:1]([CH3:2])[c:3]1[n:4][cH:5][cH:6][cH:7][c:8]1[O:9][c:10]1[c:11]([C:23]([NH2:24])=[O:25])[n:12][cH:13][c:14]([S:16][c:17]2[n:18][cH:19][cH:20][cH:21][cH:22]2)[cH:15]1. Reactants: CC(C[C@@H](CC1CO1)NC(OC(C)(C)C)=O)C ((S)-[3-Methyl-1-(2,3-epoxypropyl)butyl]carbamic acid, 1,1-dimethylethyl ester), N.CO (ammonia methanol). Reaction conditions: time 36 hour. Product: CC(C[C@@H](CC(CN)O)NC(OC(C)(C)C)=O)C ((1S)-[3-Methyl-1-(3-amino-2-hydroxypropyl)butyl]carbamic acid, 1,1-dimethylethyl ester). Reaction SMILES: [CH3:1][CH:2]([CH3:17])[CH2:3][C@H:4]([NH:9][C:10](=[O:16])[O:11][C:12]([CH3:15])([CH3:14])[CH3:13])[CH2:5][CH:6]1[O:8][CH2:7]1.[NH3:18].CO>>[CH3:1][CH:2]([CH3:17])[CH2:3][C@H:4]([NH:9][C:10](=[O:16])[O:11][C:12]([CH3:15])([CH3:14])[CH3:13])[CH2:5][CH:6]([OH:8])[CH2:7][NH2:18] |f:1.2|. Procedure: (S)-[3-Methyl-1-(2,3-epoxypropyl)butyl]carbamic acid, 1,1-dimethylethyl ester (3.6 g., 15.7 mmole) is added to a solution of saturated ammonia/methanol (100 ml.) and stirred for 36 hours at room temperature. The reaction mixture is concentrated into a solid residue of 3.8 g. of (1S)-[3-methyl-1-(3-amino-2-hydroxypropyl)butyl]carbamic acid, 1,1-dimethylethyl ester; m.p. (76°) 90-92°.